Dataset: the Open Reaction Database (ORD), a public repository of structured organic reaction records. Task: describe an organic reaction: reactants, conditions, products, and yield Reactants: COC(=O)C1=C(N=C(S1)N1C=NC2=C1C=C(C(=C2)OC)OC)Br (4-bromo-2-(5,6-dimethoxy-benzoimidazol-1-yl)-thiazole-5-carboxylic acid methyl ester), OC=1C=C(C=CC1)B(O)O (3-hydroxyphenylboronic acid). Yields the product COC1=CC2=C(N(C=N2)C=2SC(=C(N2)C2=CC(=CC=C2)O)C(=O)O)C=C1OC (2-(5,6-Dimethoxy-benzoimidazol-1-yl)-4-(3-hydroxy-phenyl)-thiazole-5-carboxylic acid). The yield is 6.0%. RXN SMILES: C[O:2][C:3]([C:5]1[S:9][C:8]([N:10]2[C:14]3[CH:15]=[C:16]([O:21][CH3:22])[C:17]([O:19][CH3:20])=[CH:18][C:13]=3[N:12]=[CH:11]2)=[N:7][C:6]=1Br)=[O:4].[OH:24][C:25]1[CH:26]=[C:27](B(O)O)[CH:28]=[CH:29][CH:30]=1>>[CH3:20][O:19][C:17]1[C:16]([O:21][CH3:22])=[CH:15][C:14]2[N:10]([C:8]3[S:9][C:5]([C:3]([OH:2])=[O:4])=[C:6]([C:29]4[CH:28]=[CH:27][CH:26]=[C:25]([OH:24])[CH:30]=4)[N:7]=3)[CH:11]=[N:12][C:13]=2[CH:18]=1. Procedure details: In a similar manner as described for Example 26, 4-bromo-2-(5,6-dimethoxy-benzoimidazol-1-yl)-thiazole-5-carboxylic acid methyl ester (40 mg, 0.1 mmol) and 3-hydroxyphenylboronic acid (20.7 mg, 0.15 mmol) gave 2-(5,6-Dimethoxy-benzoimidazol-1-yl)-4-(3-hydroxy-phenyl)-thiazole-5-carboxylic acid (2.4 mg, 6%) as a white solid. MS m/z 398 (M+1). Starting materials: C1CCOC1, Cc1c(CO)cn2ncnc(Oc3ccc(NC(=O)CC(=O)Nc4ccc(F)cc4)cc3F)c12. RXN SMILES: [CH2:35]1[O:36][CH2:37][CH2:38][CH2:39]1.[F:1][c:2]1[cH:3][c:4]([NH:21][C:22]([CH2:23][C:24](=[O:25])[NH:26][c:27]2[cH:28][cH:29][c:30]([F:33])[cH:31][cH:32]2)=[O:34])[cH:5][cH:6][c:7]1[O:8][c:9]1[n:10][cH:11][n:12][n:13]2[c:14]1[c:15]([CH3:20])[c:16]([CH2:18][OH:19])[cH:17]2>>[F:1][c:2]1[cH:3][c:4]([NH:21][C:22]([CH2:23][C:24](=[O:25])[NH:26][c:27]2[cH:28][cH:29][c:30]([F:33])[cH:31][cH:32]2)=[O:34])[cH:5][cH:6][c:7]1[O:8][c:9]1[n:10][cH:11][n:12][n:13]2[c:14]1[c:15]([CH3:20])[c:16]([CH:18]=[O:19])[cH:17]2. Product: Cc1c(C=O)cn2ncnc(Oc3ccc(NC(=O)CC(=O)Nc4ccc(F)cc4)cc3F)c12. The reactants are Cl.N1(N=NC=C1)CCNC1=NC=C(C(=N1)[C@H](CC1=CC(=CC(=C1)F)F)N)C=1C=CC(=C(C(=O)N)C1)F ((S)-5-(2-((2-(1H-1,2,3-triazol-1-yl)ethyl)amino)-4-(1-amino-2-(3,5-difluorophenyl)ethyl)pyrimidin-5-yl)-2-fluorobenzamide hydrochloride), FC=1C=C(C=C(C1)F)C[C@@H](C1=NC(=NC=C1C=1C=C2C(NCC2=CC1)=O)N1N=CN=C1)NC(OC(C)(C)C)=O ((S)-tert-butyl (2-(3,5-difluorophenyl)-1-(5-(3-oxoisoindolin-5-yl)-2-(1H-1,2,4-triazol-1-yl)pyrimidin-4-yl)ethyl)carbamate). Yields the product Cl.N[C@@H](CC1=CC(=CC(=C1)F)F)C1=NC(=NC=C1C1=CC=C2CNC(C2=C1)=O)N1N=CN=C1 ((S)-6-(4-(1-amino-2-(3,5-difluorophenyl)ethyl)-2-(1H-1,2,4-triazol-1-yl)pyrimidin-5-yl)isoindolin-1-one hydrochloride). Reaction SMILES: [ClH:1].N1(CCNC2N=C([C@@H](N)CC3C=C(F)C=C(F)C=3)C(C3C=CC(F)=C(C=3)C(N)=O)=CN=2)C=CN=N1.[F:37][C:38]1[CH:39]=[C:40]([CH2:45][C@H:46]([NH:68]C(=O)OC(C)(C)C)[C:47]2[C:52]([C:53]3[CH:54]=[C:55]4[C:59](=[CH:60][CH:61]=3)[CH2:58][NH:57][C:56]4=[O:62])=[CH:51][N:50]=[C:49]([N:63]3[CH:67]=[N:66][CH:65]=[N:64]3)[N:48]=2)[CH:41]=[C:42]([F:44])[CH:43]=1>>[ClH:1].[NH2:68][C@H:46]([C:47]1[C:52]([C:53]2[CH:54]=[C:55]3[C:59]([CH2:58][NH:57][C:56]3=[O:62])=[CH:60][CH:61]=2)=[CH:51][N:50]=[C:49]([N:63]2[CH:67]=[N:66][CH:65]=[N:64]2)[N:48]=1)[CH2:45][C:40]1[CH:41]=[C:42]([F:44])[CH:43]=[C:38]([F:37])[CH:39]=1 |f:0.1,3.4|. Reported procedure: The title compound (29C) was prepared according to the method presented for the synthesis of compound 23E of Example 23 utilizing 29B. MS (m/z) 434.11[M+H]+ Reactants: Fc1cc2[nH]nc(I)c2cc1Br, ClC(c1ccccc1)(c1ccccc1)c1ccccc1, CN(C)C=O, CCOC(C)=O, [H-], [Na+], O. Product: Fc1cc2c(cc1Br)c(I)nn2C(c1ccccc1)(c1ccccc1)c1ccccc1. RXN SMILES: [Br:1][c:2]1[cH:3][c:4]2[c:5]([I:12])[n:6][nH:7][c:8]2[cH:9][c:10]1[F:11].[C:15]([c:16]1[cH:17][cH:18][cH:19][cH:20][cH:21]1)([c:22]1[cH:23][cH:24][cH:25][cH:26][cH:27]1)([c:28]1[cH:29][cH:30][cH:31][cH:32][cH:33]1)[Cl:34].[CH3:36][N:37]([CH3:38])[CH:39]=[O:40].[CH3:41][CH2:42][O:43][C:44](=[O:45])[CH3:46].[H-:13].[Na+:14].[OH2:35]>>[Br:1][c:2]1[cH:3][c:4]2[c:5]([I:12])[n:6][n:7]([C:15]([c:16]3[cH:17][cH:18][cH:19][cH:20][cH:21]3)([c:22]3[cH:23][cH:24][cH:25][cH:26][cH:27]3)[c:28]3[cH:29][cH:30][cH:31][cH:32][cH:33]3)[c:8]2[cH:9][c:10]1[F:11].